Dataset: the Open Reaction Database (ORD), a public repository of structured organic reaction records. Task: describe an organic reaction: reactants, conditions, products, and yield The reactants are B, CO, Cc1cc(Cl)ccc1OC1CCN(C(=O)C2CC(O)C(O)C2)CC1, C1CCOC1. Yields the product Cc1cc(Cl)ccc1OC1CCN(CC2CC(O)C(O)C2)CC1. Reaction SMILES: [BH3:25].[CH3:26][OH:27].[Cl:1][c:2]1[cH:3][c:4]([CH3:24])[c:5]([O:6][CH:7]2[CH2:8][CH2:9][N:10]([C:13](=[O:14])[CH:15]3[CH2:16][CH:17]([OH:21])[CH:18]([OH:20])[CH2:19]3)[CH2:11][CH2:12]2)[cH:22][cH:23]1.[O:28]1[CH2:29][CH2:30][CH2:31][CH2:32]1>>[Cl:1][c:2]1[cH:3][c:4]([CH3:24])[c:5]([O:6][CH:7]2[CH2:8][CH2:9][N:10]([CH2:13][CH:15]3[CH2:16][CH:17]([OH:21])[CH:18]([OH:20])[CH2:19]3)[CH2:11][CH2:12]2)[cH:22][cH:23]1. The reactants are FC(C#N)(C(OC(C(=C(F)F)F)(F)F)(F)F)F (perfluoro-4-oxa-6-heptenenitrile), O=O (oxygen). The solvent is stainless steel. Product: FC(C#N)(C(OC(C1(C(O1)(F)F)F)(F)F)(F)F)F (perfluoro-6,7-epoxy-4-oxaheptanenitrile). Reaction SMILES: [F:1][C:2]([F:17])([C:5]([F:16])([F:15])[O:6][C:7]([F:14])([F:13])[C:8]([F:12])=[C:9]([F:11])[F:10])[C:3]#[N:4].[O:18]=O>>[F:1][C:2]([F:17])([C:5]([F:15])([F:16])[O:6][C:7]([F:14])([F:13])[C:8]1([F:12])[O:18][C:9]1([F:11])[F:10])[C:3]#[N:4]. Procedure: A 100-ml stainless steel-lined tube charged with 38.5 g (0.14 mol) of perfluoro-4-oxa-6-heptenenitrile was heated at 140° while oxygen was added incrementally (over 5.5 h) until reaction was complete. Fractionation of the liquid products gave perfluoro-6,7-epoxy-4-oxaheptanenitrile, bp 65°-67°, 15.7 g (39%). IR (CCl4); 4.40 (CN), 6.47 (epoxide) and 8-9μ (CF, C-O). NMR (CCl4): -87.5 (m, 2F, OCF2), -109.2 (t, JFF 4.7 Hz, 2F, CF2CN), and -156.7 ppm (d of d of m, JFF 18.7, 16.7 Hz, 1F, CF) with AB g... The reactants are [N+](=O)([O-])C1=C(C=C(C=C1)C(C)C)O (2-nitro-5-isopropylphenol). The reagents and catalysts are [Pd] (Pd/C). The solvent is CO (methanol). The product is NC1=C(C=C(C=C1)C(C)C)O (2-amino-5-isopropylphenol). Yield: 80.1%. RXN SMILES: [N+:1]([C:4]1[CH:9]=[CH:8][C:7]([CH:10]([CH3:12])[CH3:11])=[CH:6][C:5]=1[OH:13])([O-])=O>CO.[Pd]>[NH2:1][C:4]1[CH:9]=[CH:8][C:7]([CH:10]([CH3:11])[CH3:12])=[CH:6][C:5]=1[OH:13]. Procedure details: To a solution of 2-nitro-5-isopropylphenol(1 g, 6.4 mmol) in methanol(50 mL) was added 10% Pd/C (100 mg). The mixture was flushed with argon, then hydrogen was bubbled through the solution for 10 min. and a hydrogen atmosphere was maintained at balloon pressure overnight. The mixture was filtered through celite and the celite was washed with methanol. The solvent was evaporated and chromatography of the resulting solid on silica gel (5% MeOH/CH2Cl2) gave the desired product(775 mg, 93%). 1H NMR ... Reactants: C(C)OC(C1=CC=C(C=C1)P(=O)(OCC)OCC)=O (4-(Diethoxyphosphoryl)-benzoic Acid Ethyl Ester), [OH-].[Li+] (lithium hydroxide). The solvent is O (water), CO (methanol). Conditions: time 4 hour. The product is C(C)OP(=O)(OCC)C1=CC=C(C(=O)O)C=C1 (4-(Diethoxyphosphoryl)-benzoic Acid). As a reaction SMILES: C([O:3][C:4](=[O:19])[C:5]1[CH:10]=[CH:9][C:8]([P:11]([O:16][CH2:17][CH3:18])([O:13][CH2:14][CH3:15])=[O:12])=[CH:7][CH:6]=1)C.[OH-].[Li+]>CO.O>[CH2:17]([O:16][P:11]([C:8]1[CH:9]=[CH:10][C:5]([C:4]([OH:19])=[O:3])=[CH:6][CH:7]=1)([O:13][CH2:14][CH3:15])=[O:12])[CH3:18] |f:1.2|. Procedure details: To a solution of 4-(diethoxyphosphoryl)-benzoic acid ethyl ester (2b) (2.46 g, 8.59 mmol) in methanol (86 mL) was slowly added lithium hydroxide (monohydrate, 0.36 g, 8.59 mmol) in water (86 mL). The resulting reaction mixture was stirred at room temperature for 4 hours. The reaction mixture was concentrated to remove methanol and diluted with brine, then extracted with EtOAc (3×100 mL) until the aqueous layer showed little or no evidence of product by HPLC. The combined organics were dried over... Starting materials: Cl[Si](C1=CC=CC=C1)(C1=CC=CC=C1)C1=CC=CC=C1 (chlorotriphenylsilane), C([O-])([O-])=O.[Na+].[Na+] (sodium carbonate), [H-].[Na+] (sodium hydride), [H-].[Na+] (sodium hydride), resultant mixture, C(O)([O-])=O.[Na+] (sodium hydrogen carbonate), NC1=CC=CC=C1 (aniline), CC1=C(C(=C(C1)C)C)C (1,2,3,4-tetramethylcyclopenta-1,3-diene). Solvent: C1(=CC=CC=C1)C (toluene), C1(=CC=CC=C1)C (Toluene), O1CCCC1 (tetrahydrofuran). Reaction conditions: temperature 50 celsius, time 1 hour. Yields the product C1(=CC=CC=C1)[Si](C1=C(C(=C(C1C)C)C)C)(C1=CC=CC=C1)C1=CC=CC=C1 (1-triphenylsilyl-2,3,4,5-tetramethylcyclopentadiene). Isolated yield 66.4%. Reaction SMILES: [H-].[Na+].NC1C=CC=CC=1.[CH3:10][C:11]1[CH2:15][C:14]([CH3:16])=[C:13]([CH3:17])[C:12]=1[CH3:18].Cl[Si:20]([C:33]1[CH:38]=[CH:37][CH:36]=[CH:35][CH:34]=1)([C:27]1[CH:32]=[CH:31][CH:30]=[CH:29][CH:28]=1)[C:21]1[CH:26]=[CH:25][CH:24]=[CH:23][CH:22]=1.C(=O)([O-])O.[Na+].C(=O)([O-])[O-].[Na+].[Na+]>O1CCCC1.C1(C)C=CC=CC=1>[C:33]1([Si:20]([C:21]2[CH:22]=[CH:23][CH:24]=[CH:25][CH:26]=2)([C:27]2[CH:32]=[CH:31][CH:30]=[CH:29][CH:28]=2)[C:15]2[CH:14]([CH3:16])[C:13]([CH3:17])=[C:12]([CH3:18])[C:11]=2[CH3:10])[CH:34]=[CH:35][CH:36]=[CH:37][CH:38]=1 |f:0.1,5.6,7.8.9|. Procedure: Under nitrogen atmosphere, sodium hydride dispersed in mineral oil (0.54 g, 22.32 mmol as sodium hydride) was washed with hexane to remove mineral oil, and thereafter tetrahydrofuran (35 ml) was added. The temperature of the mixture was elevated to 50° C. and aniline (0.14 g, 1.49 mmol) was added. The mixture was stirred at 50° C. for 1 hour. A solution obtained by dissolving 1,2,3,4-tetramethylcyclopenta-1,3-diene (2.00 g, 16.37 mmol) in tetrahydrofuran (9 ml) was added dropwise to this, and th... The reactants are ClC1=CC=C(C=C1)C1=NC=2N(C(=C1)CCC)N=CC2C(=O)O (5-(4-chloro-phenyl)-7-propyl-pyrazolo[1,5-a]pyrimidine-3-carboxylic acid), CS(=O)(=O)C=1C=C(C=CC1)N (3-methanesulfonyl-phenylamine). Yields the product CS(=O)(=O)C=1C=C(C=CC1)NC(=O)C=1C=NN2C1N=C(C=C2CCC)C2=CC=C(C=C2)Cl (5-(4-Chloro-phenyl)-7-propyl-pyrazolo[1,5-a]pyrimidine-3-carboxylic acid(3-methanesulfonyl-phenyl)-amide). Reaction SMILES: [Cl:1][C:2]1[CH:7]=[CH:6][C:5]([C:8]2[CH:13]=[C:12]([CH2:14][CH2:15][CH3:16])[N:11]3[N:17]=[CH:18][C:19]([C:20](O)=[O:21])=[C:10]3[N:9]=2)=[CH:4][CH:3]=1.[CH3:23][S:24]([C:27]1[CH:28]=[C:29]([NH2:33])[CH:30]=[CH:31][CH:32]=1)(=[O:26])=[O:25]>>[CH3:23][S:24]([C:27]1[CH:28]=[C:29]([NH:33][C:20]([C:19]2[CH:18]=[N:17][N:11]3[C:12]([CH2:14][CH2:15][CH3:16])=[CH:13][C:8]([C:5]4[CH:4]=[CH:3][C:2]([Cl:1])=[CH:7][CH:6]=4)=[N:9][C:10]=23)=[O:21])[CH:30]=[CH:31][CH:32]=1)(=[O:25])=[O:26]. Reported procedure: The title compound was prepared from 5-(4-chloro-phenyl)-7-propyl-pyrazolo[1,5-a]pyrimidine-3-carboxylic acid (example C.27) and 3-methanesulfonyl-phenylamine according to general procedure II. Pale-yellow solid. MS (ISP) 469.5 [(M+H)+]; mp 214-217° C.